describe an organic reaction: reactants, conditions, products, and yield From a dataset of the Open Reaction Database (ORD), a public repository of structured organic reaction records. Starting materials: Cl, O=C(NC(Cc1ccc(OC(F)(F)F)cc1)C(=O)O)c1ccc(OCCC(F)(F)F)cc1, NCCF. The product is O=C(NC(Cc1ccc(OC(F)(F)F)cc1)C(=O)NCCF)c1ccc(OCCC(F)(F)F)cc1. RXN SMILES: [ClH:33].[F:1][C:2]([O:3][c:4]1[cH:5][cH:6][c:7]([CH2:10][CH:11]([C:12](=[O:13])[OH:14])[NH:15][C:16]([c:17]2[cH:18][cH:19][c:20]([O:23][CH2:24][CH2:25][C:26]([F:27])([F:28])[F:29])[cH:21][cH:22]2)=[O:30])[cH:8][cH:9]1)([F:31])[F:32].[F:34][CH2:35][CH2:36][NH2:37]>>[F:1][C:2]([O:3][c:4]1[cH:5][cH:6][c:7]([CH2:10][CH:11]([C:12](=[O:13])[NH:37][CH2:36][CH2:35][F:34])[NH:15][C:16]([c:17]2[cH:18][cH:19][c:20]([O:23][CH2:24][CH2:25][C:26]([F:27])([F:28])[F:29])[cH:21][cH:22]2)=[O:30])[cH:8][cH:9]1)([F:31])[F:32]. Run in ClCCl (dichloromethane), ClCCl (dichloromethane), ClCCl (dichloromethane). Procedure details: To a stirred suspension of 2.67 g (15.0 mmol) N-bromosuccinimide in 18 ml dry dichloromethane, a solution of 3.93 g (15.0 mmol) triphenylphosphine in 18 ml dry dichloromethane is added dropwise at 10° C. After 5 min, 1.72 g (6.0 mmol) 16β-hydroxy-3-methoxy-estra-1,3,5(10)-triene are added and the mixture is stirred at room temperature for 2 h. After column chromatography of the reaction product on silica gel (60 g) using 300 ml of dichloromethane, the target compound is obtained in the form of c... As a reaction SMILES: [Br:1]N1C(=O)CCC1=O.C1(P(C2C=CC=CC=2)C2C=CC=CC=2)C=CC=CC=1.O[C@H:29]1[CH2:34][C@H:33]2[C@H:35]3[C@H:44]([CH2:45][CH2:46][C@:31]2([CH3:32])[CH2:30]1)[C:43]1[CH:42]=[CH:41][C:40]([O:47][CH3:48])=[CH:39][C:38]=1[CH2:37][CH2:36]3>ClCCl>[Br:1][C@@H:29]1[CH2:34][C@H:33]2[C@H:35]3[C@H:44]([CH2:45][CH2:46][C@:31]2([CH3:32])[CH2:30]1)[C:43]1[CH:42]=[CH:41][C:40]([O:47][CH3:48])=[CH:39][C:38]=1[CH2:37][CH2:36]3. Run at time 5 minute. Yields the product Br[C@H]1C[C@]2(C)[C@@H](C1)[C@@H]1CCC=3C=C(C=CC3[C@H]1CC2)OC (16α-Bromo-3-methoxy-estra-1,3,5(10)-triene). Reactants: O[C@@H]1C[C@]2(C)[C@@H](C1)[C@@H]1CCC=3C=C(C=CC3[C@H]1CC2)OC (16β-hydroxy-3-methoxy-estra-1,3,5(10)-triene), C1(=CC=CC=C1)P(C1=CC=CC=C1)C1=CC=CC=C1 (triphenylphosphine), BrN1C(CCC1=O)=O (N-bromosuccinimide). Starting materials: C(CCl)Cl (EDC), S(=O)(=O)(N)N (sulfamide), C(C)(C)(C)OC(=O)NCCN([C@H]1COC2=C(C=3N(C1)C=1C=C(C=CC1C3C3CCCCC3)C(=O)O)C=CC=C2)C ((7R)-7-[{2-[(tert-butoxycarbonyl)amino]ethyl}(methyl)amino]-14-cyclohexyl-7,8-dihydro-6H-indolo[1,2-e][1,5]benzoxazocine-11-carboxylic acid), C(CCl)Cl (EDC), COC(CN(S(=O)(=O)N)C)OC (N-(2,2-dimethoxyethyl)-N-methylsulfamide). The reagents and catalysts are CN(C)C=1C=CN=CC1 (DMAP). Solvent: CCOC(=O)C (EtOAc), C(Cl)Cl (DCM). Conditions: temperature 40 celsius, time 1.5 hour. Product: C1(CCCCC1)C=1C=2C=CC(=CC2N2C[C@H](COC3=C(C21)C=CC=C3)N(CCNC(OC(C)(C)C)=O)C)C(=O)NS(=O)(=O)N(C)CC(OC)OC (tert-butyl {2-{[(7R)-14-cyclohexyl-11-[({[(2,2-dimethoxyethyl)(methyl)amino]sulfonyl}amino)carbonyl]-7,8-dihydro-6H-indolo[1,2-e][1,5]benzoxazocin-7-yl}(methyl)amino]ethyl}carbamate). Yield: 44.0%. RXN SMILES: [C:1]([O:5][C:6]([NH:8][CH2:9][CH2:10][N:11]([CH3:40])[C@@H:12]1[CH2:19][N:18]2[C:20]3[CH:21]=[C:22]([C:33](O)=[O:34])[CH:23]=[CH:24][C:25]=3[C:26]([CH:27]3[CH2:32][CH2:31][CH2:30][CH2:29][CH2:28]3)=[C:17]2[C:16]2[CH:36]=[CH:37][CH:38]=[CH:39][C:15]=2[O:14][CH2:13]1)=[O:7])([CH3:4])([CH3:3])[CH3:2].C(Cl)CCl.[CH3:45][O:46][CH:47]([O:55][CH3:56])[CH2:48][N:49]([CH3:54])[S:50]([NH2:53])(=[O:52])=[O:51].S(N)(N)(=O)=O>C(Cl)Cl.CN(C1C=CN=CC=1)C.CCOC(C)=O>[CH:27]1([C:26]2[C:25]3[CH:24]=[CH:23][C:22]([C:33]([NH:53][S:50]([N:49]([CH2:48][CH:47]([O:46][CH3:45])[O:55][CH3:56])[CH3:54])(=[O:52])=[O:51])=[O:34])=[CH:21][C:20]=3[N:18]3[C:17]=2[C:16]2[CH:36]=[CH:37][CH:38]=[CH:39][C:15]=2[O:14][CH2:13][C@H:12]([N:11]([CH3:40])[CH2:10][CH2:9][NH:8][C:6](=[O:7])[O:5][C:1]([CH3:4])([CH3:2])[CH3:3])[CH2:19]3)[CH2:28][CH2:29][CH2:30][CH2:31][CH2:32]1. Procedure details: To a solution of (7R)-7-[{2-[(tert-butoxycarbonyl)amino]ethyl}(methyl)amino]-14-cyclohexyl-7,8-dihydro-6H-indolo[1,2-e][1,5]benzoxazocine-11-carboxylic acid (0.15 M) in DCM were added sequentially EDC (1.8 eq), N-(2,2-dimethoxyethyl)-N-methylsulfamide (1.8 eq) (prepared as described in Step 1) and DMAP (1.2 eq). The mixture was stirred at 40° C. for 1.5 hours. Further EDC (0.48 eq) and sulfamide (0.5 eq) were introduced and heating continued for 1 h. The reaction was left to cool with stirring o... Reactants: BrC1=CC=C(C=C1)C1CCC(CO1)O (6-(4-bromophenyl)tetrahydro-2H-pyran-3-ol), CC(=O)OI1(C=2C=CC=CC2C(=O)O1)(OC(=O)C)OC(=O)C (Dess-Martin). Run in C(Cl)Cl (DCM). Conditions: time 2 hour. Yields the product BrC1=CC=C(C=C1)C1CCC(CO1)=O (6-(4-bromophenyl)dihydro-2H-pyran-3(4H)-one). Isolated yield 20.0%. As a reaction SMILES: [Br:1][C:2]1[CH:7]=[CH:6][C:5]([CH:8]2[O:13][CH2:12][CH:11]([OH:14])[CH2:10][CH2:9]2)=[CH:4][CH:3]=1.CC(OI1(OC(C)=O)(OC(C)=O)OC(=O)C2C=CC=CC1=2)=O>C(Cl)Cl>[Br:1][C:2]1[CH:7]=[CH:6][C:5]([CH:8]2[O:13][CH2:12][C:11](=[O:14])[CH2:10][CH2:9]2)=[CH:4][CH:3]=1. Procedure details: To a round bottom flask containing 6-(4-bromophenyl)tetrahydro-2H-pyran-3-ol (638 mg, 2.48 mmol) was added DCM (16 ml). The mixture was stirred at room temperature before Dess-Martin Periodonane (1.3 g, 2.98 mmol) was added in several portions. After the addition, the reaction mixture was stirred for 2 hours before being quenched by a solution of saturated NaHCO3. The organic layer was washed with saturated NaHCO3 twice, then brine. The organic portion was dried over sodium sulfate, filtered and... The reactants are Intermediate 27, BrC1=NC=C(C=C1C)Br (2,5-dibromo-3-methylpyridine), C(C)OC=1C=C(C=CC1)B(O)O (3-ethoxyphenylboronic acid). Isolated yield 37.0%. Product: BrC=1C=C(C(=NC1)C1=CC(=CC=C1)OCC)C (5-Bromo-2-(3-ethoxyphenyl)-3-methylpyridine). RXN SMILES: Br[C:2]1[C:7]([CH3:8])=[CH:6][C:5]([Br:9])=[CH:4][N:3]=1.[CH2:10]([O:12][C:13]1[CH:14]=[C:15](B(O)O)[CH:16]=[CH:17][CH:18]=1)[CH3:11]>>[Br:9][C:5]1[CH:6]=[C:7]([CH3:8])[C:2]([C:17]2[CH:16]=[CH:15][CH:14]=[C:13]([O:12][CH2:10][CH3:11])[CH:18]=2)=[N:3][CH:4]=1. Procedure details: Obtained (1.30 g, yield 37%) following the procedure described in Intermediate 27, starting with 2,5-dibromo-3-methylpyridine (11.96 mmol, 3.0 g), 3-ethoxyphenylboronic acid (11.96 mmol, 1.98 g). Reactants: ClC1=NC2=CC=CC=C2C(=C1)C (2-chloro-4-methyl-quinoline), C(C)(C)(C)OC(=O)N1CCC(CC1)N (4-amino-piperidine-1-carboxylic acid tert-butyl ester), O([K])C(C)(C)C (KOtert-Bu), (R)-(−)-1-[(S)-2-(dicyclohexyl-phosphino)-ferrocenyl]ethyl-di-tert-butylphosphine. The reagents and catalysts are C(C)(=O)[O-].[Pd+2].C(C)(=O)[O-] (palladium(II) acetate). Run in C(OC)COC (dimethoxyethane). Reaction conditions: temperature 90 celsius, time 18 hour. Product: C(C)(C)(C)OC(=O)N1CCC(CC1)NC1=NC2=CC=CC=C2C(=C1)C (4-(4-Methyl-quinolin-2-ylamino)-piperidine-1-carboxylic acid tert-butyl ester). As a reaction SMILES: Cl[C:2]1[CH:11]=[C:10]([CH3:12])[C:9]2[C:4](=[CH:5][CH:6]=[CH:7][CH:8]=2)[N:3]=1.[C:13]([O:17][C:18]([N:20]1[CH2:25][CH2:24][CH:23]([NH2:26])[CH2:22][CH2:21]1)=[O:19])([CH3:16])([CH3:15])[CH3:14].O(C(C)(C)C)[K]>C(COC)OC.C([O-])(=O)C.[Pd+2].C([O-])(=O)C>[C:13]([O:17][C:18]([N:20]1[CH2:25][CH2:24][CH:23]([NH:26][C:2]2[CH:11]=[C:10]([CH3:12])[C:9]3[C:4](=[CH:5][CH:6]=[CH:7][CH:8]=3)[N:3]=2)[CH2:22][CH2:21]1)=[O:19])([CH3:16])([CH3:14])[CH3:15] |f:4.5.6|. Procedure details: To a degassed solution of 2-chloro-4-methyl-quinoline (1.00 g, 5.63 mmol, 1.0 equiv; commercially available) and 4-amino-piperidine-1-carboxylic acid tert-butyl ester (1.35 g, 6.76 mmol, 1.2 equiv; commercially available) in dimethoxyethane (15 mL) was added KOtert-Bu (0.88 g, 7.88 mmol, 1.4 equiv), (R)-(−)-1-[(S)-2-(dicyclohexyl-phosphino)-ferrocenyl]ethyl-di-tert-butylphosphine (3.12 mg, 0.0056 mmol, 0.1 mol %; Josiphos ligand [CAS RN 158923-11-6]; commercially available from Strem Chemicals, ... Starting materials: CC(C)(C)c1cc(C(=O)Cl)cc(C(C)(C)C)c1O, CC(C)(C)N, CCCCCC, ClCCl, Cl, c1ccccc1. Product: CC(C)(C)NC(=O)c1cc(C(C)(C)C)c(O)c(C(C)(C)C)c1. Reaction SMILES: [C:1]([CH3:2])([CH3:3])([CH3:4])[c:5]1[cH:6][c:7]([C:8](=[O:9])[Cl:10])[cH:11][c:12]([C:15]([CH3:16])([CH3:17])[CH3:18])[c:13]1[OH:14].[C:22]([CH3:23])([CH3:24])([CH3:25])[NH2:26].[CH3:28][CH2:29][CH2:30][CH2:31][CH2:32][CH3:33].[Cl:19][CH2:20][Cl:21].[ClH:27].[cH:34]1[cH:35][cH:36][cH:37][cH:38][cH:39]1>>[C:1]([CH3:2])([CH3:3])([CH3:4])[c:5]1[cH:6][c:7]([C:8](=[O:9])[NH:26][C:22]([CH3:23])([CH3:24])[CH3:25])[cH:11][c:12]([C:15]([CH3:16])([CH3:17])[CH3:18])[c:13]1[OH:14]. Starting materials: C([O-])([O-])=O.[Na+].[Na+] (sodium carbonate), N(=O)[O-].[Na+] (sodium nitrite), OCCCN(C1=CC=CC=C1)CCCO (N,N-bis(3-hydroxypropyl) aniline). Run in O (water), Cl (hydrochloric acid), O (water). Run at time 1 hour. Product: OCCCN(C1=CC=C(C=C1)N=O)CCCO (N,N-bis(3-hydroxypropyl)4-nitrosoaniline). Reaction SMILES: [OH:1][CH2:2][CH2:3][CH2:4][N:5]([CH2:12][CH2:13][CH2:14][OH:15])[C:6]1[CH:11]=[CH:10][CH:9]=[CH:8][CH:7]=1.[N:16]([O-])=[O:17].[Na+].C(=O)([O-])[O-].[Na+].[Na+]>Cl.O>[OH:1][CH2:2][CH2:3][CH2:4][N:5]([CH2:12][CH2:13][CH2:14][OH:15])[C:6]1[CH:11]=[CH:10][C:9]([N:16]=[O:17])=[CH:8][CH:7]=1 |f:1.2,3.4.5|. Procedure details: N,N-bis(3-hydroxypropyl) aniline (10.46 g) was dissolved in hydrochloric acid (20cm3) at 0-5° C. and sodium nitrite (3.45 g) in water(15cm3) was added dropwise. The mixture was stirred for 1 hr, water (10cm3) was added, made alkaline with sodium carbonate, separated in to an oil and water layer. The oil was dissolved in dichloromethane and the solvent removed to leave N,N-bis(3-hydroxypropyl)4-nitrosoaniline as a yellow solid.